Dataset: the Open Reaction Database (ORD), a public repository of structured organic reaction records. Task: describe an organic reaction: reactants, conditions, products, and yield Reactants: C(C=CC)OC=1C(=CC2=C(CC3(CCCCCC3)O2)C1)C(C)(C)C (5-(2-butenyloxy)-6-t-butyl-2,3-dihydrobenzofuran-2-spiro-1′-cycloheptane). Run in CN(C1=CC=CC=C1)C (dimethylaniline). Yields the product C(C)(C)(C)C1=CC2=C(CC3(CCCCCC3)O2)C(=C1O)C(C=C)C (6-t-butyl-5-hydroxy-4-(1-methyl-2-propenyl)-2,3-dihydrobenzofuran-2-spiro-1′-cycloheptane). The yield is 34.1%. RXN SMILES: C([O:5][C:6]1[C:7]([C:21]([CH3:24])([CH3:23])[CH3:22])=[CH:8][C:9]2[O:19][C:12]3([CH2:18][CH2:17][CH2:16][CH2:15][CH2:14][CH2:13]3)[CH2:11][C:10]=2[CH:20]=1)C=CC>CN(C)C1C=CC=CC=1>[C:21]([C:7]1[C:6]([OH:5])=[C:20]([CH:20]([CH3:10])[CH:6]=[CH2:7])[C:10]2[CH2:11][C:12]3([O:19][C:9]=2[CH:8]=1)[CH2:18][CH2:17][CH2:16][CH2:15][CH2:14][CH2:13]3)([CH3:23])([CH3:24])[CH3:22]. Procedure: 0.82 g of 5-(2-butenyloxy)-6-t-butyl-2,3-dihydrobenzofuran-2-spiro-1′-cycloheptane was dissolved in 3 ml of dimethylaniline and the solution was treated in the same manner as in Example 8-2) to give 0.14 g of 6-t-butyl-5-hydroxy-4-(1-methyl-2-propenyl)-2,3-dihydrobenzofuran-2-spiro-1′-cycloheptane as a white solid (yield 17%).